From a dataset of the Open Reaction Database (ORD), a public repository of structured organic reaction records. describe an organic reaction: reactants, conditions, products, and yield Reactants: COC(=O)C1=CC=C2C(=CNC2=C1)C(C)=O (3-acetyl-1H-indole-6-carboxylic acid methyl ester), C(C)(=O)C1=CN(C2=CC=C(C=C12)OC(F)(F)F)CC(=O)O ((3-acetyl-5-trifluoromethoxy-indol-1-yl)-acetic acid). The product is COC(=O)C1=CC=C2C(=CN(C2=C1)CC(=O)O)C(C)=O (3-Acetyl-1-carboxymethyl-1H-indole-6-carboxylic acid methyl ester). RXN SMILES: [CH3:1][O:2][C:3]([C:5]1[CH:13]=[C:12]2[C:8]([C:9]([C:14](=[O:16])[CH3:15])=[CH:10][NH:11]2)=[CH:7][CH:6]=1)=[O:4].C(C1C2C(=CC=C(OC(F)(F)F)C=2)N([CH2:34][C:35]([OH:37])=[O:36])C=1)(=O)C>>[CH3:1][O:2][C:3]([C:5]1[CH:13]=[C:12]2[C:8]([C:9]([C:14](=[O:16])[CH3:15])=[CH:10][N:11]2[CH2:34][C:35]([OH:37])=[O:36])=[CH:7][CH:6]=1)=[O:4]. Reported procedure: was prepared from 3-acetyl-1H-indole-6-carboxylic acid methyl ester [106896-61-1] in a similar manner as described in step B and C of Scheme A13 for the preparation of (3-acetyl-5-trifluoromethoxy-indol-1-yl)-acetic acid. Colored solid. MS: 276 [M+H]+; tR (HPLC conditions k): 2.80 min.